This data is from the Open Reaction Database (ORD), a public repository of structured organic reaction records. The task is: describe an organic reaction: reactants, conditions, products, and yield Starting materials: Cc1cc(C#N)c(Cl)cc1F, [Li+], [Li+], O=C([O-])[O-], CC1NCCC1C(C)(C)O. Yields the product Cc1cc(C#N)c(Cl)cc1N1CCC(C(C)(C)O)C1C. As a reaction SMILES: [Cl:1][c:2]1[c:3]([C:4]#[N:5])[cH:6][c:7]([CH3:11])[c:8]([F:10])[cH:9]1.[Li+:22].[Li+:23].[O-:24][C:25](=[O:26])[O-:27].[OH:12][C:13]([CH3:14])([CH3:15])[CH:16]1[CH:17]([CH3:21])[NH:18][CH2:19][CH2:20]1>>[Cl:1][c:2]1[c:3]([C:4]#[N:5])[cH:6][c:7]([CH3:11])[c:8]([N:18]2[CH:17]([CH3:21])[CH:16]([C:13]([OH:12])([CH3:14])[CH3:15])[CH2:20][CH2:19]2)[cH:9]1. The reactants are CI, CC(C)=O, [Cl-], CC(C)(C)OC(=O)c1c(NS(=O)(=O)c2ccc(Cl)c(Cl)c2)sc2c1CCCC2, [K+], [K+], [Na+], O=C([O-])[O-], O. The product is CN(c1sc2c(c1C(=O)OC(C)(C)C)CCCC2)S(=O)(=O)c1ccc(Cl)c(Cl)c1. Reaction SMILES: [CH3:35][I:36].[CH3:39][C:40](=[O:41])[CH3:42].[Cl-:37].[Cl:1][c:2]1[cH:3][c:4]([S:9](=[O:10])(=[O:11])[NH:12][c:13]2[c:14]([C:22](=[O:23])[O:24][C:25]([CH3:26])([CH3:27])[CH3:28])[c:15]3[c:16]([s:17]2)[CH2:18][CH2:19][CH2:20][CH2:21]3)[cH:5][cH:6][c:7]1[Cl:8].[K+:29].[K+:30].[Na+:38].[O-:31][C:32]([O-:33])=[O:34].[OH2:43]>>[Cl:1][c:2]1[cH:3][c:4]([S:9](=[O:10])(=[O:11])[N:12]([c:13]2[c:14]([C:22](=[O:23])[O:24][C:25]([CH3:26])([CH3:27])[CH3:28])[c:15]3[c:16]([s:17]2)[CH2:18][CH2:19][CH2:20][CH2:21]3)[CH3:32])[cH:5][cH:6][c:7]1[Cl:8]. The reactants are C(C)(C)(C)C1=NN(C(=C1)NC(=O)NC1=CC(=CC=C1)OC=1C=NC=CC1)C=1C=C2CC(N(CC2=CC1)C(=O)OC(C)(C)C)C(=O)OCC (2-t-butyl 3-ethyl 6-(3-t-butyl-5-(3-(3-(pyridin-3-yloxy)phenyl)ureido)-1H-pyrazol-1-yl)-3,4-dihydroisoquinoline-2,3(1H)-dicarboxylate). Solvent: Cl (HCl), CO (MeOH). Conditions: time 1 hour. The product is C(C)(C)(C)C1=NN(C(=C1)NC(=O)NC1=CC(=CC=C1)OC=1C=NC=CC1)C=1C=C2CC(NCC2=CC1)C(=O)O (6-(3-t-butyl-5-(3-(3-(pyridin-3-yloxy)phenyl)ureido)-1H-pyrazol-1-yl)-1,2,3,4-tetrahydroisoquinoline-3-carboxylic acid). The yield is 23.7%. Reaction SMILES: [C:1]([C:5]1[CH:9]=[C:8]([NH:10][C:11]([NH:13][C:14]2[CH:19]=[CH:18][CH:17]=[C:16]([O:20][C:21]3[CH:22]=[N:23][CH:24]=[CH:25][CH:26]=3)[CH:15]=2)=[O:12])[N:7]([C:27]2[CH:28]=[C:29]3[C:34](=[CH:35][CH:36]=2)[CH2:33][N:32](C(OC(C)(C)C)=O)[CH:31]([C:44]([O:46]CC)=[O:45])[CH2:30]3)[N:6]=1)([CH3:4])([CH3:3])[CH3:2]>Cl.CO>[C:1]([C:5]1[CH:9]=[C:8]([NH:10][C:11]([NH:13][C:14]2[CH:19]=[CH:18][CH:17]=[C:16]([O:20][C:21]3[CH:22]=[N:23][CH:24]=[CH:25][CH:26]=3)[CH:15]=2)=[O:12])[N:7]([C:27]2[CH:28]=[C:29]3[C:34](=[CH:35][CH:36]=2)[CH2:33][NH:32][CH:31]([C:44]([OH:46])=[O:45])[CH2:30]3)[N:6]=1)([CH3:4])([CH3:2])[CH3:3]. Reported procedure: A solution of 2-t-butyl 3-ethyl 6-(3-t-butyl-5-(3-(3-(pyridin-3-yloxy)phenyl)ureido)-1H-pyrazol-1-yl)-3,4-dihydroisoquinoline-2,3(1H)-dicarboxylate (available from Example 179, 0.102 g, 0.160 mmol) in 3N HCl in MeOH (5 mL) was stirred for 1 h. The solvent was evaporated. The residue was dissolved in THF (2 mL). 2N NaOH was added (2 mL) and then MeOH until homogenous. The solution was stirred at RT for 1 h. The solvents were evaporated, the residue was purified by reverse phase chromatography fol... Reactants: CC(C)(C)OC(=O)NCCC=O, CO, CCC(N)c1nn2cccc2c(=O)n1Cc1ccccc1. Yields the product CCC(NCCCNC(=O)OC(C)(C)C)c1nn2cccc2c(=O)n1Cc1ccccc1. As a reaction SMILES: [C:22]([CH3:23])([CH3:24])([CH3:25])[O:26][C:27]([NH:28][CH2:29][CH2:30][CH:31]=[O:32])=[O:33].[CH3:34][OH:35].[NH2:1][CH:2]([CH2:3][CH3:4])[c:5]1[n:6][n:7]2[c:8]([c:9](=[O:18])[n:10]1[CH2:11][c:12]1[cH:13][cH:14][cH:15][cH:16][cH:17]1)[cH:19][cH:20][cH:21]2>>[NH:1]([CH:2]([CH2:3][CH3:4])[c:5]1[n:6][n:7]2[c:8]([c:9](=[O:18])[n:10]1[CH2:11][c:12]1[cH:13][cH:14][cH:15][cH:16][cH:17]1)[cH:19][cH:20][cH:21]2)[CH2:31][CH2:30][CH2:29][NH:28][C:27]([O:26][C:22]([CH3:23])([CH3:24])[CH3:25])=[O:33]. Starting materials: CN (Methylamine), C(C(=O)Cl)(=O)Cl (Oxalyl chloride), O=C1N(C(C2=CC=CC=C12)=O)CC1=NC=C(C2=CC(=CC(=C12)OC)OC)NC=1SC=C(N1)C(=O)O (2-[1-(1,3-Dioxo-1,3-dihydro-isoindol-2-ylmethyl)-6,8-dimethoxy-isoquinolin-4-ylamino]-thiazole-4-carboxylic acid), CN(C)C=O (DMF). Solvent: ClCCl (dichloromethane). Run at time 1 hour. The product is CNC(=O)C=1N=C(SC1)NC1=CN=C(C2=C(C=C(C=C12)OC)OC)CN (2-(1-Aminomethyl-6,8-dimethoxy-isoquinolin-4-ylamino)-thiazole-4-carboxylic acid methylamide). Isolated yield 60.0%. Reaction SMILES: C(Cl)(=O)C(Cl)=O.O=C1C2C(=CC=CC=2)C(=O)[N:9]1[CH2:18][C:19]1[C:28]2[C:23](=[CH:24][C:25]([O:31][CH3:32])=[CH:26][C:27]=2[O:29][CH3:30])[C:22]([NH:33][C:34]2[S:35][CH:36]=[C:37](C(O)=O)[N:38]=2)=[CH:21][N:20]=1.[CH3:42][N:43]([CH:45]=[O:46])C.CN>ClCCl>[CH3:42][NH:43][C:45]([C:37]1[N:38]=[C:34]([NH:33][C:22]2[C:23]3[C:28](=[C:27]([O:29][CH3:30])[CH:26]=[C:25]([O:31][CH3:32])[CH:24]=3)[C:19]([CH2:18][NH2:9])=[N:20][CH:21]=2)[S:35][CH:36]=1)=[O:46]. Procedure: Oxalyl chloride (8 μL, 0.092 mmol) was added to a solution of Example 49A (30 mg, 0.061 mmol) in dichloromethane (4 mL). Catalytic DMF was added, and the reaction stirred for 1 h. Methylamine (180 μL, 2M in THF, 0.366 mmol) was added, and the reaction stirred for 30 min. Organics were washed with brine, dried (MgSO4) and concentrated. Deprotection was carried out with hydrazine (0.2 mL) in methanol (3 mL), stirring for 1 h. Purification by Prep-HPLC gave 17.8 mg (60%) of the title compound (TFA ... Starting materials: N1(CCCC1)CC(C)N1C2=CC=CC=C2SC=2C=CC(=CC12)C(N)=S (10-[(2RS)-1-(1-pyrrolidinyl)-2-propyl]-2-phenothiazinecarbothioamide), Cl.CC(CCCN)C (4-methylpentylamine hydrochloride), S (hydrogen sulphide). Run in C(C)O (ethanol). Reaction conditions: time 16 hour. The product is Cl.CC(CCCNC(=S)C1=CC=2N(C3=CC=CC=C3SC2C=C1)C(CN1CCCC1)C)C (N-(4-Methylpentyl)-10-[(2RS)-1-(1-pyrrolidinyl)-2-propyl]-2-phenothiazinecarbothioamide hydrochloride). Isolated yield 64.1%. As a reaction SMILES: [N:1]1([CH2:6][CH:7]([N:9]2[C:22]3[CH:21]=[C:20]([C:23](=[S:25])[NH2:24])[CH:19]=[CH:18][C:17]=3[S:16][C:15]3[C:10]2=[CH:11][CH:12]=[CH:13][CH:14]=3)[CH3:8])[CH2:5][CH2:4][CH2:3][CH2:2]1.[ClH:26].[CH3:27][CH:28]([CH3:33])[CH2:29][CH2:30][CH2:31]N.S>C(O)C>[ClH:26].[CH3:27][CH:28]([CH3:33])[CH2:29][CH2:30][CH2:31][NH:24][C:23]([C:20]1[CH:19]=[CH:18][C:17]2[S:16][C:15]3[C:10](=[CH:11][CH:12]=[CH:13][CH:14]=3)[N:9]([CH:7]([CH3:8])[CH2:6][N:1]3[CH2:5][CH2:4][CH2:3][CH2:2]3)[C:22]=2[CH:21]=1)=[S:25] |f:1.2,5.6|. Procedure details: A solution of 10-[(2RS)-1-(1-pyrrolidinyl)-2-propyl]-2-phenothiazinecarbothioamide (2 g) and 4-methylpentylamine hydrochloride (7.4 g) is absolute ethanol (30 cc) is saturated with hydrogen sulphide. The reaction mixture is then brought for 16 hours to a temperature in the region of 105° C. After cooling, the mixture is concentrated to dryness under reduced pressure (30 mm Hg; 4 kPa) at 40° C. The pasty residue (5 g) is purified by chromatography on a column (height: 35 cm; diameter: 3 cm) of si... The product is COc1ccc(C(Cc2ccccc2)(NC(=O)C2CC(=O)N2[Si](C)(C)C(C)(C)C)c2cc(F)cc(OC(F)(F)C(F)F)c2)cc1F. As a reaction SMILES: [C:1]([CH3:2])([CH3:3])([CH3:4])[Si:5]([N:6]1[CH:7]([C:11](=[O:12])[OH:13])[CH2:8][C:9]1=[O:10])([CH3:14])[CH3:15].[CH2:78]1[O:79][CH2:80][CH2:81][CH2:82]1.[CH3:28][c:29]1[cH:30][c:31]([CH3:32])[cH:33][c:34]([CH3:35])[n:36]1.[CH:69]([N:70]([CH2:71][CH3:72])[CH:73]([CH3:74])[CH3:75])([CH3:76])[CH3:77].[Cl:16][C:17]([Cl:18])([O:19][C:20](=[O:21])[O:22][C:23]([Cl:24])([Cl:25])[Cl:26])[Cl:27].[F:37][c:38]1[cH:39][c:40]([C:46]([CH2:47][c:48]2[cH:49][cH:50][cH:51][cH:52][cH:53]2)([NH2:54])[c:55]2[cH:56][c:57]([F:68])[cH:58][c:59]([O:61][C:62]([CH:63]([F:64])[F:65])([F:66])[F:67])[cH:60]2)[cH:41][cH:42][c:43]1[O:44][CH3:45].[OH2:83]>>[C:1]([CH3:2])([CH3:3])([CH3:4])[Si:5]([N:6]1[CH:7]([C:11](=[O:13])[NH:54][C:46]([c:40]2[cH:39][c:38]([F:37])[c:43]([O:44][CH3:45])[cH:42][cH:41]2)([CH2:47][c:48]2[cH:49][cH:50][cH:51][cH:52][cH:53]2)[c:55]2[cH:56][c:57]([F:68])[cH:58][c:59]([O:61][C:62]([CH:63]([F:64])[F:65])([F:66])[F:67])[cH:60]2)[CH2:8][C:9]1=[O:10])([CH3:14])[CH3:15]. Starting materials: CC(C)(C)[Si](C)(C)N1C(=O)CC1C(=O)O, C1CCOC1, Cc1cc(C)nc(C)c1, CCN(C(C)C)C(C)C, O=C(OC(Cl)(Cl)Cl)OC(Cl)(Cl)Cl, COc1ccc(C(N)(Cc2ccccc2)c2cc(F)cc(OC(F)(F)C(F)F)c2)cc1F, O.